This data is from the Open Reaction Database (ORD), a public repository of structured organic reaction records. The task is: describe an organic reaction: reactants, conditions, products, and yield The reactants are [Al+3], CC(C)(C(=O)O)c1ccc2c(c1)OCO2, [H-], [H-], [H-], [H-], [Li+], C1CCOC1. Product: CC(C)(CO)c1ccc2c(c1)OCO2. RXN SMILES: [Al+3:17].[CH2:1]1[O:2][c:3]2[cH:4][c:5]([C:10]([C:11](=[O:12])[OH:13])([CH3:14])[CH3:15])[cH:6][cH:7][c:8]2[O:9]1.[H-:16].[H-:19].[H-:20].[H-:21].[Li+:18].[O:22]1[CH2:23][CH2:24][CH2:25][CH2:26]1>>[CH2:1]1[O:2][c:3]2[cH:4][c:5]([C:10]([CH2:11][OH:12])([CH3:14])[CH3:15])[cH:6][cH:7][c:8]2[O:9]1. Yields the product COC(C1=C(C=C(C=C1)OC)OCC1=CC=C(C=C1)OCCC=1N=C(OC1C)C1=CC=CC=C1)=O (4-methoxy-2-{4-[2-(5-methyl-2-phenyl-oxazol-4-yl)-ethoxy]-benzyloxy}-benzoic acid methyl ester). Reported procedure: A mixture of methyl 4-methoxysalicylate (176 mg, 0.97 mmol), the title C compound, 4-[2-(4-bromomethyl-phenoxy)-ethyl]-5-methyl-2-phenyl-oxazole (300 mg, 0.81 mmol) and potassium carbonate (334 mg, 2.42 mmol) in DMF (10 mL) is stirred at RT overnight. The mixture is partitioned between EtOAc and water. The organic phase is washed with brine, dried over magnesium sulfate, and concentrated. The residue is chromatographed on silica gel using 15% EtOAc in hexane as the eluent to give 4-methoxy-2-{4-... As a reaction SMILES: [CH3:1][O:2][C:3]1[CH:4]=[C:5]([OH:13])[C:6](=[CH:11][CH:12]=1)[C:7]([O:9][CH3:10])=[O:8].Br[CH2:15][C:16]1[CH:36]=[CH:35][C:19]([O:20][CH2:21][CH2:22][C:23]2[N:24]=[C:25]([C:29]3[CH:34]=[CH:33][CH:32]=[CH:31][CH:30]=3)[O:26][C:27]=2[CH3:28])=[CH:18][CH:17]=1.C(=O)([O-])[O-].[K+].[K+]>CN(C=O)C>[CH3:10][O:9][C:7](=[O:8])[C:6]1[CH:11]=[CH:12][C:3]([O:2][CH3:1])=[CH:4][C:5]=1[O:13][CH2:15][C:16]1[CH:17]=[CH:18][C:19]([O:20][CH2:21][CH2:22][C:23]2[N:24]=[C:25]([C:29]3[CH:34]=[CH:33][CH:32]=[CH:31][CH:30]=3)[O:26][C:27]=2[CH3:28])=[CH:35][CH:36]=1 |f:2.3.4|. The reactants are BrCC1=CC=C(OCCC=2N=C(OC2C)C2=CC=CC=C2)C=C1 (4-[2-(4-bromomethyl-phenoxy)-ethyl]-5-methyl-2-phenyl-oxazole), C([O-])([O-])=O.[K+].[K+] (potassium carbonate), COC=1C=C(C(C(=O)OC)=CC1)O (methyl 4-methoxysalicylate). Solvent: CN(C)C=O (DMF). Reactants: [OH-].[Ca+2].[OH-] (calcium hydroxide), C1(O)=CC=C(O)C=C1 (hydroquinone), ClC(C(=O)OCCCC)C (n-butyl 2-chloropropionate). Run in CS(=O)C (dimethylsulfoxide). Conditions: time 1 hour. Yields the product OC1=CC=C(OC(C(=O)OCCCC)C)C=C1 (n-butyl 2-(4-hydroxyphenoxy)-propionate). Yield: 46.2%. Reaction SMILES: [C:1]1([CH:8]=[CH:7][C:5]([OH:6])=[CH:4][CH:3]=1)[OH:2].[OH-].[Ca+2].[OH-].Cl[CH:13]([CH3:21])[C:14]([O:16][CH2:17][CH2:18][CH2:19][CH3:20])=[O:15]>CS(C)=O>[OH:2][C:1]1[CH:8]=[CH:7][C:5]([O:6][CH:13]([CH3:21])[C:14]([O:16][CH2:17][CH2:18][CH2:19][CH3:20])=[O:15])=[CH:4][CH:3]=1 |f:1.2.3|. Procedure: 121 g (1.1 moles) of hydroquinone were dissolved in 500 ml of dimethylsulfoxide, 37 g (0.5 mole) of calcium hydroxide were added to the solution, and the mixture was stirred for 1 hour at 45°-50° C. Thereafter, 82.3 g (0.455 mole) of optically active n-butyl 2-chloropropionate (αD20 =-13.0°) were added dropwise in the course of 1 hour at the same temperature. The mixture was stirred for a further 3 hours at 45°-50° C., cooled, and worked up as described in Example 1. 49.7 g (0.21 mole) of optica... The reactants are C1(=CC=CC=C1)S(=O)(=O)CC1=CC=C(C(=C1C(=O)O)OCCNC(=O)OC(C)(C)C)C1=COC=C1 (6-(benzenesulphonylmethyl)-2-[2-(t-butoxycarbonyl)aminoethoxy]-3-(furan-3-yl)benzoic acid), C1(=CC=CC=C1)S(=O)(=O)CC1=CC=C(C(=C1C(=O)OC)OCCCNC(=O)OC(C)(C)C)C1=COC=C1 (methyl 6-(benzenesulphonylmethyl)-2-(3-t-butoxycarbonylaminopropoxy)-3-(furan-3-yl)benzoate), C1(=CC=CC=C1)S(=O)(=O)CC1=CC=C(C(=C1C(=O)OC)OCCCNC(=O)OC(C)(C)C)C1=COC=C1 (methyl 6-(benzenesulphonylmethyl)-2-(3-t-butoxycarbonylaminopropoxy)-3-(furan-3-yl)benzoate). Yields the product C1(=CC=CC=C1)S(=O)(=O)CC1=CC=C(C(=C1C(=O)O)OCCCNC(=O)OC(C)(C)C)C1=COC=C1 (6-(Benzenesulphonylmethyl)-2-(3-t-butoxycarbonylaminopropoxy)-3-(furan-3-yl)benzoic acid). Reaction SMILES: C1(S(CC2C(C(O)=O)=C(OCCNC(OC(C)(C)C)=O)C(C3C=COC=3)=CC=2)(=O)=O)C=CC=CC=1.[C:36]1([S:42]([CH2:45][C:46]2[C:51]([C:52]([O:54]C)=[O:53])=[C:50]([O:56][CH2:57][CH2:58][CH2:59][NH:60][C:61]([O:63][C:64]([CH3:67])([CH3:66])[CH3:65])=[O:62])[C:49]([C:68]3[CH:72]=[CH:71][O:70][CH:69]=3)=[CH:48][CH:47]=2)(=[O:44])=[O:43])[CH:41]=[CH:40][CH:39]=[CH:38][CH:37]=1>>[C:36]1([S:42]([CH2:45][C:46]2[C:51]([C:52]([OH:54])=[O:53])=[C:50]([O:56][CH2:57][CH2:58][CH2:59][NH:60][C:61]([O:63][C:64]([CH3:65])([CH3:66])[CH3:67])=[O:62])[C:49]([C:68]3[CH:72]=[CH:71][O:70][CH:69]=3)=[CH:48][CH:47]=2)(=[O:44])=[O:43])[CH:37]=[CH:38][CH:39]=[CH:40][CH:41]=1. Procedure: Prepared by proceeding in a similar manner to Intermediate 6, starting from methyl 6-(benzenesulphonylmethyl)-2-(3-t-butoxycarbonylaminopropoxy)-3-(furan-3-yl)benzoate (Intermediate 109). Starting materials: CS(=O)(=O)OCC[C@@H](C1=CC=CC=C1)NC(=O)[C@@H]1SCCN1S(=O)(=O)C1=CC=C(C=C1)C1=CC=CC=C1 ((3S)-3-({[(2S)-3-([1,1′-biphenyl]-4-ylsulfonyl)-1,3-thiazolidin-2-yl]carbonyl}amino)-3-phenylpropyl methanesulfonate), CS(=O)(=O)OCC[C@@H](C1=CC=CC=C1)NC(=O)[C@@H]1SCCN1S(=O)(=O)C1=CC=C(C=C1)C1=CC=CC=C1 ((3S)-3-({[(2S)-3-([1,1′-biphenyl]-4-ylsulfonyl)-1,3-thiazolidin-2-yl]carbonyl}amino)-3-phenylpropyl methanesulfonate), N1=C(C=CC=C1)CCN (2-(2-pyridinyl)ethanamine). The product is C1(=CC=C(C=C1)S(=O)(=O)N1C(SCC1)C(=O)NC(CCNCCC1=NC=CC=C1)C1=CC=CC=C1)C1=CC=CC=C1 (3-([1,1′-biphenyl]-4-ylsulfonyl)-N-(1-phenyl-3-{[2-(2-pyridinyl)ethyl]-amino}propyl)-1,3-thiazolidine-2-carboxamide). Reaction SMILES: CS(O[CH2:6][CH2:7][C@H:8]([NH:15][C:16]([C@H:18]1[N:22]([S:23]([C:26]2[CH:31]=[CH:30][C:29]([C:32]3[CH:37]=[CH:36][CH:35]=[CH:34][CH:33]=3)=[CH:28][CH:27]=2)(=[O:25])=[O:24])[CH2:21][CH2:20][S:19]1)=[O:17])[C:9]1[CH:14]=[CH:13][CH:12]=[CH:11][CH:10]=1)(=O)=O.[N:38]1[CH:43]=[CH:42][CH:41]=[CH:40][C:39]=1[CH2:44][CH2:45][NH2:46]>>[C:29]1([C:32]2[CH:37]=[CH:36][CH:35]=[CH:34][CH:33]=2)[CH:30]=[CH:31][C:26]([S:23]([N:22]2[CH2:21][CH2:20][S:19][CH:18]2[C:16]([NH:15][CH:8]([C:9]2[CH:14]=[CH:13][CH:12]=[CH:11][CH:10]=2)[CH2:7][CH2:6][NH:46][CH2:45][CH2:44][C:39]2[CH:40]=[CH:41][CH:42]=[CH:43][N:38]=2)=[O:17])(=[O:25])=[O:24])=[CH:27][CH:28]=1. Procedure details: Following the general method B as outlined in Example 16, starting from 3-({[3-([1,1′-biphenyl]-4-ylsulfonyl)-1,3-thiazolidin-2-yl]carbonyl}amino)-3-phenylpropyl methanesulfonate (Intermediate 9) and 2-(2-pyridinyl)ethanamine, the title compound was obtained in 97.4% purity by HPLC. Starting materials: CCOC(=O)CBr, O=C([O-])[O-], CCNCC, CN(C)C=O, [K+], [K+], Nc1ccc(CCO)cc1. Product: CCOC(=O)CNc1ccc(CCO)cc1. As a reaction SMILES: [Br:17][CH2:18][C:19](=[O:20])[O:21][CH2:22][CH3:23].[C:11](=[O:12])([O-:13])[O-:14].[CH2:24]([NH:25][CH2:26][CH3:27])[CH3:28].[CH3:29][N:30]([CH3:31])[CH:32]=[O:33].[K+:15].[K+:16].[NH2:1][c:2]1[cH:3][cH:4][c:5]([CH2:6][CH2:7][OH:8])[cH:9][cH:10]1>>[NH:1]([c:2]1[cH:3][cH:4][c:5]([CH2:6][CH2:7][OH:8])[cH:9][cH:10]1)[CH2:18][C:19](=[O:20])[O:21][CH2:22][CH3:23]. Reactants: C(C1=CC=CC=C1)OC([C@@H](NC(C(C(CCCC)O)C1=CC2=C(C=C1)OCO2)=O)CC2=CNC1=CC=CC=C21)=O (Nα-[(2RS,3RS)-2-(3,4-methylenedioxyphenyl)-3-hydroxyheptanoyl]-L-tryptophan benzyl ester), N1=CC=CC=C1 (pyridine), C(C)(=O)OC(C)=O (acetic anhydride). The reagents and catalysts are CN(C1=CC=NC=C1)C (4-(dimethylamino)pyridine). The solvent is ClCCl (dichloromethane), C(C)(=O)OCC (ethyl acetate). Reaction conditions: time 18 hour. The product is C(C1=CC=CC=C1)OC([C@@H](NC(C(C(CCCC)OC(C)=O)C1=CC2=C(C=C1)OCO2)=O)CC2=CNC1=CC=CC=C21)=O (Nα-[(2RS,3RS)-2-(3,4-methylenedioxyphenyl)-3-acetoxyheptanoyl]-L-tryptophan benzyl ester). RXN SMILES: [CH2:1]([O:8][C:9](=[O:40])[C@H:10]([CH2:30][C:31]1[C:39]2[C:34](=[CH:35][CH:36]=[CH:37][CH:38]=2)[NH:33][CH:32]=1)[NH:11][C:12](=[O:29])[CH:13]([C:20]1[CH:25]=[CH:24][C:23]2[O:26][CH2:27][O:28][C:22]=2[CH:21]=1)[CH:14]([OH:19])[CH2:15][CH2:16][CH2:17][CH3:18])[C:2]1[CH:7]=[CH:6][CH:5]=[CH:4][CH:3]=1.N1C=CC=CC=1.[C:47](OC(=O)C)(=[O:49])[CH3:48]>ClCCl.CN(C)C1C=CN=CC=1.C(OCC)(=O)C>[CH2:1]([O:8][C:9](=[O:40])[C@H:10]([CH2:30][C:31]1[C:39]2[C:34](=[CH:35][CH:36]=[CH:37][CH:38]=2)[NH:33][CH:32]=1)[NH:11][C:12](=[O:29])[CH:13]([C:20]1[CH:25]=[CH:24][C:23]2[O:26][CH2:27][O:28][C:22]=2[CH:21]=1)[CH:14]([O:19][C:47](=[O:49])[CH3:48])[CH2:15][CH2:16][CH2:17][CH3:18])[C:2]1[CH:7]=[CH:6][CH:5]=[CH:4][CH:3]=1. Reported procedure: To a solution of Nα-[(2RS,3RS)-2-(3,4-methylenedioxyphenyl)-3-hydroxyheptanoyl]-L-tryptophan benzyl ester (255 mg) in dichloromethane (5 ml) were added pyridine (74 mg), acetic anhydride (72 mg) and 4-(dimethylamino)pyridine (11 mg) at 5° C. and the mixture was stirred at ambient temperature for 18 hours. The mixture was diluted with ethyl acetate (20 ml) and the solution was washed with 0.5N hydrochloric acid (20 ml×2), saturated sodium bicarbonate aqueous solution (20 ml×2) and brine (20 ml) s... Starting materials: O=C([O-])[O-], C, CC(C)OC1=C(Cl)C(F)(F)C1(F)F, [K+], [K+], O, [Pd]. Reaction SMILES: [C:14](=[O:15])([O-:16])[O-:17].[C:21].[CH:1]([CH3:2])([CH3:3])[O:4][C:5]1=[C:6]([Cl:13])[C:7]([F:11])([F:12])[C:8]1([F:9])[F:10].[K+:18].[K+:19].[OH2:20].[Pd:22]>>[CH:1]([CH3:2])([CH3:3])[O:4][CH:5]1[CH2:6][C:7]([F:11])([F:12])[C:8]1([F:9])[F:10]. Product: CC(C)OC1CC(F)(F)C1(F)F.